Task: describe an organic reaction: reactants, conditions, products, and yield. Dataset: the Open Reaction Database (ORD), a public repository of structured organic reaction records Reactants: O=C1C(SCC1)C(=O)OC (methyl 3-oxo-2,3,4,5-tetrahydrothiophene-2-carboxylate), CC(CCCCC)C=1C=C(C=C(O)C1)O (5-(2-heptyl)resorcinol). The product is CC(CCCCC)C1=CC2=C(C3=C(C(O2)=O)SCC3)C(=C1)O (1,2-dihydro-7-(2-heptyl)-9-hydroxy-4-oxo-4H-thieno[2,3-c][1]benzopyran). As a reaction SMILES: O=[C:2]1[CH2:6][CH2:5][S:4][CH:3]1[C:7]([O:9][CH3:10])=[O:8].[CH3:11][CH:12]([C:18]1[CH:19]=C(O)[CH:21]=[C:22]([CH:24]=1)[OH:23])[CH2:13][CH2:14][CH2:15][CH2:16][CH3:17]>>[CH3:11][CH:12]([C:18]1[CH:24]=[C:22]([OH:23])[C:21]2[C:2]3[CH2:6][CH2:5][S:4][C:3]=3[C:7](=[O:8])[O:9][C:10]=2[CH:19]=1)[CH2:13][CH2:14][CH2:15][CH2:16][CH3:17]. Reported procedure: Following a procedure similar to that described in Example 1B hereinabove, methyl 3-oxo-2,3,4,5-tetrahydrothiophene-2-carboxylate is reacted with 5-(2-heptyl)resorcinol to give 1,2-dihydro-7-(2-heptyl)-9-hydroxy-4-oxo-4H-thieno[2,3-c][1]benzopyran. Starting materials: N1CCCC1 (Pyrrolidine), CSC1=CC=C(C=C1)[C@H]1[C@@H](N(C(O1)(C)C)C(C)=O)C=O ((4R,5S)-5-(4-methylthiophenyl)-4-formyl-3-acetyl-2,2-dimethyl-1,3-oxazolidine), C(=O)(O)[O-].[Na+] (NaHCO3). Solvent: C1(=CC=CC=C1)C (toluene). Product: CSC1=CC=C(C=C1)[C@H]1[C@H](N(C(O1)(C)C)C(C)=O)C=O ((4S,5S)-5-(4-methylthiophenyl)-4-formyl-3-acetyl-2,2-dimethyl-1,3-oxazolidine). Reaction SMILES: N1CCCC1.[CH3:6][S:7][C:8]1[CH:13]=[CH:12][C:11]([C@@H:14]2[O:18][C:17]([CH3:20])([CH3:19])[N:16]([C:21](=[O:23])[CH3:22])[C@H:15]2[CH:24]=[O:25])=[CH:10][CH:9]=1.C([O-])(O)=O.[Na+]>C1(C)C=CC=CC=1>[CH3:6][S:7][C:8]1[CH:9]=[CH:10][C:11]([C@@H:14]2[O:18][C:17]([CH3:19])([CH3:20])[N:16]([C:21](=[O:23])[CH3:22])[C@@H:15]2[CH:24]=[O:25])=[CH:12][CH:13]=1 |f:2.3|. Procedure details: Pyrrolidine (9.6 mg; 0.065 mmol) was added at 25° C. to a solution of compound 4 (see example 3) (100 mg, 0.34 mmol) in toluene (2 ml) kept under magnetic stirring and under nitrogen. At the end of the addition the mixture was kept at 25° C. under stirring for 14 hours. The reaction mixture was then poured into 10% NaHCO3 ; after separation of the phases, the aqueous phase was extracted with CH2Cl2. The combined organic phases were dried over sodium sulphate and evaporated to dryness under vacuu...